This data is from the Open Reaction Database (ORD), a public repository of structured organic reaction records. The task is: describe an organic reaction: reactants, conditions, products, and yield Reactants: Intermediate 1, C(=O)([O-])[O-].[K+].[K+] (K2CO3), OC=1C=CC=C2CCC(CC12)=O (8-hydroxy-2-tetralone), ClC1=NC=C(C(=O)N)C=C1 (6-chloronicotinamide). Yields the product O=C1CCC=2C=CC=C(C2C1)OC1=NC=C(C(=O)N)C=C1 (6-(7-Oxo-5,6,7,8-tetrahydro-naphthalen-1-yloxy)-nicotinamide). The yield is 24.2%. As a reaction SMILES: [OH:1][C:2]1[CH:3]=[CH:4][CH:5]=[C:6]2[C:11]=1[CH2:10][C:9](=[O:12])[CH2:8][CH2:7]2.Cl[C:14]1[CH:22]=[CH:21][C:17]([C:18]([NH2:20])=[O:19])=[CH:16][N:15]=1.C([O-])([O-])=O.[K+].[K+]>>[O:12]=[C:9]1[CH2:10][C:11]2[C:2]([O:1][C:14]3[CH:22]=[CH:21][C:17]([C:18]([NH2:20])=[O:19])=[CH:16][N:15]=3)=[CH:3][CH:4]=[CH:5][C:6]=2[CH2:7][CH2:8]1 |f:2.3.4|. Procedure details: Using a method similar to Intermediate 1, using 8-hydroxy-2-tetralone (J. Med. Chem. (1978), 21(9), 913-22) (1.55 g, 9.55 mmol), 6-chloronicotinamide (1.49 g, 9.55 mmol) and K2CO3 (1.98 g, 14.3 mmol) gives the title compound (652 mg), after purification on silica gel (50% THF/DCM), as an yellow foam. Mass spectrum (ion spray): m/z=283 (M+1); 1HNMR (CDCl3): 8.52 (s, 1H), 8.18 (d, 1H), 7.30 (t, 1H), 7.17 (d, 1H), 7.02 (m, 2H), 5.92 (broad, 2H), 3.42 (s, 2H), 3.15 (t, 2H), 2.61 (t, 2H). Reactants: [N+](=O)([O-])C1=CC=C(C(=O)Cl)C=C1 (4-nitrobenzoyl chloride), C1(CCCC2=CC=CC=C12)N (1,2,3,4-tetrahydro-1-naphthylamine). Run in O1CCCC1 (tetrahydrofuran), O1CCCC1 (tetrahydrofuran), C([O-])([O-])=O.[K+].[K+] (potassium carbonate). Product: [N+](=O)([O-])C1=CC=C(C(=O)NC2CCCC3=CC=CC=C23)C=C1 (4-Nitro-N-(1,2,3,4-tetrahydro-1-naphthalenyl)-benzamide). Isolated yield 90.0%. As a reaction SMILES: [N+:1]([C:4]1[CH:12]=[CH:11][C:7]([C:8](Cl)=[O:9])=[CH:6][CH:5]=1)([O-:3])=[O:2].[CH:13]1([NH2:23])[C:22]2[C:17](=[CH:18][CH:19]=[CH:20][CH:21]=2)[CH2:16][CH2:15][CH2:14]1>O1CCCC1.C(=O)([O-])[O-].[K+].[K+]>[N+:1]([C:4]1[CH:12]=[CH:11][C:7]([C:8]([NH:23][CH:13]2[C:22]3[C:17](=[CH:18][CH:19]=[CH:20][CH:21]=3)[CH2:16][CH2:15][CH2:14]2)=[O:9])=[CH:6][CH:5]=1)([O-:3])=[O:2] |f:3.4.5|. Procedure details: A solution of 18.9 g of 4-nitrobenzoyl chloride in 100 ml of tetrahydrofuran was added rapidly to a solution of 10.0 g of 1,2,3,4-tetrahydro-1-naphthylamine in 200 ml of tetrahydrofuran and 180 ml of 20% aqueous potassium carbonate. The reaction mixture was stirred vigorously and heated at reflux for 2 hours. After cooling, the layers were separated and the aqueous layer was extracted with ethyl acetate. The combined organic portions were washed with water, 1N hydrochloric acid, water, and a sat... The reactants are O=C([O-])[O-], CN(C)C=O, CCc1cnc(Cl)nc1, Cl, CS(=O)(=O)c1ccc(OCc2ncn(C3CCNCC3)n2)c(F)c1, [K+], [K+]. The product is CCc1cnc(N2CCC(n3cnc(COc4ccc(S(C)(=O)=O)cc4F)n3)CC2)nc1. As a reaction SMILES: [C:26](=[O:27])([O-:28])[O-:29].[CH3:41][N:42]([CH3:43])[CH:44]=[O:45].[Cl:32][c:33]1[n:34][cH:35][c:36]([CH2:39][CH3:40])[cH:37][n:38]1.[ClH:1].[F:2][c:3]1[c:4]([O:5][CH2:6][c:7]2[n:8][n:9]([CH:12]3[CH2:13][CH2:14][NH:15][CH2:16][CH2:17]3)[cH:10][n:11]2)[cH:18][cH:19][c:20]([S:22](=[O:23])(=[O:24])[CH3:25])[cH:21]1.[K+:30].[K+:31]>>[F:2][c:3]1[c:4]([O:5][CH2:6][c:7]2[n:8][n:9]([CH:12]3[CH2:13][CH2:14][N:15]([c:33]4[n:34][cH:35][c:36]([CH2:39][CH3:40])[cH:37][n:38]4)[CH2:16][CH2:17]3)[cH:10][n:11]2)[cH:18][cH:19][c:20]([S:22](=[O:23])(=[O:24])[CH3:25])[cH:21]1.